Dataset: the Open Reaction Database (ORD), a public repository of structured organic reaction records. Task: describe an organic reaction: reactants, conditions, products, and yield Reactants: CC1(OB(OC1(C)C)C1=CC=C(C=C1)N)C (4-(4,4,5,5-Tetramethyl-[1,3,2]dioxaborolan-2-yl)-phenylamine), ICC (iodoethane), CCOC(=O)C (EtOAc), CN(C)C=O (DMF), [H-].[Na+] (NaH). Run at time 3 day. Product: C(C)N(C1=CC=C(C=C1)B1OC(C(O1)(C)C)(C)C)CC (Diethyl-[4-(4,4,5,5-tetramethyl-[1,3,2]dioxaborolan-2-yl)-phenyl]-amine). RXN SMILES: [CH3:1][C:2]1([CH3:16])[C:6]([CH3:8])([CH3:7])[O:5][B:4]([C:9]2[CH:14]=[CH:13][C:12]([NH2:15])=[CH:11][CH:10]=2)[O:3]1.CN(C=O)C.[H-].[Na+].I[CH2:25][CH3:26].[CH3:27][CH2:28]OC(C)=O>>[CH2:27]([N:15]([CH2:25][CH3:26])[C:12]1[CH:13]=[CH:14][C:9]([B:4]2[O:3][C:2]([CH3:16])([CH3:1])[C:6]([CH3:7])([CH3:8])[O:5]2)=[CH:10][CH:11]=1)[CH3:28] |f:2.3|. Reported procedure: 4-(4,4,5,5-Tetramethyl-[1,3,2]dioxaborolan-2-yl)-phenylamine (500 mg, 2.28 mmol, 1 eq.) is dissolved in anhyd. DMF (5 mL) and cooled to 0° C. NaH (60% dispersion, 201 mg, 5.02 mmol, 2.2 eq.) is added and the resulting mixture is stirred at 0° C. for 30 min after which iodoethane (0.38 mL, 2.1 eq) is added dropwise to the reaction mixture. Once this addition is complete, the reaction mixture is allowed to warm to room temperature and stir for 3 days. The reaction is diluted with EtOAc and sequent...